This data is from the Open Reaction Database (ORD), a public repository of structured organic reaction records. The task is: describe an organic reaction: reactants, conditions, products, and yield The reactants are FC(OC1=CC=C(C=C1)C1CC(CN(C1)C(=O)N1CCS(CC1)(=O)=O)C(=O)OC)F (methyl 5-[4-(difluoromethoxy)phenyl]-1-[(1,1-dioxidothiomorpholin-4-yl)carbonyl]piperidine-3-carboxylate), CC(C)([O-])C.[K+] (potassium tert-butoxide). The product is FC(OC1=CC=C(C=C1)C1CC(CN(C1)C(=O)N1CCS(CC1)(=O)=O)C(=O)O)F (5-[4-(Difluoromethoxy)phenyl]-1-[(1,1-dioxidothiomorpholin-4-yl)carbonyl]piperidine-3-carboxylic acid). As a reaction SMILES: [F:1][CH:2]([F:30])[O:3][C:4]1[CH:9]=[CH:8][C:7]([CH:10]2[CH2:15][N:14]([C:16]([N:18]3[CH2:23][CH2:22][S:21](=[O:25])(=[O:24])[CH2:20][CH2:19]3)=[O:17])[CH2:13][CH:12]([C:26]([O:28]C)=[O:27])[CH2:11]2)=[CH:6][CH:5]=1.CC(C)([O-])C.[K+]>>[F:30][CH:2]([F:1])[O:3][C:4]1[CH:5]=[CH:6][C:7]([CH:10]2[CH2:15][N:14]([C:16]([N:18]3[CH2:19][CH2:20][S:21](=[O:25])(=[O:24])[CH2:22][CH2:23]3)=[O:17])[CH2:13][CH:12]([C:26]([OH:28])=[O:27])[CH2:11]2)=[CH:8][CH:9]=1 |f:1.2|. Reported procedure: According to General Method 4A, 2.7 g (6.1 mmol) of methyl 5-[4-(difluoromethoxy)phenyl]-1-[(1,1-dioxidothiomorpholin-4-yl)carbonyl]piperidine-3-carboxylate were reacted with 6.9 g (61.3 mmol) of potassium tert-butoxide. Yield: 2.1 g (77% of theory)